This data is from the Open Reaction Database (ORD), a public repository of structured organic reaction records. The task is: describe an organic reaction: reactants, conditions, products, and yield The reactants are ICl (Iodine monochloride), CC=1C=C(C=C2C=CC(NC12)=O)N1C(=NC(=C1)C)C (8-methyl-6-(2,4-dimethylimidazol-1-yl)-2-(1H)-quinolone), C(C)(=O)[O-].[Na+] (sodium acetate). Procedure: Iodine monochloride (0.406 g) was added at room temperature to a stirred solution of 8-methyl-6-(2,4-dimethylimidazol-1-yl)-2-(1H)-quinolone (0.506 g) and sodium acetate (0.328 g) in acetic acid (10 cm3). After 16 hours, volatile material was removed in vacuo and the residue partitioned between aqueous 2M sodium carbonate solution (50 cm3) and dichloromethane (50 cm3). The aqueous phase was further extracted with dichloromethane (2×50 cm3) and the combined and dried (MgSO4) organic extracts were... Solvent: C(C)(=O)O (acetic acid). Conditions: time 16 hour. As a reaction SMILES: [I:1]Cl.[CH3:3][C:4]1[CH:5]=[C:6]([N:15]2[CH:19]=[C:18]([CH3:20])[N:17]=[C:16]2[CH3:21])[CH:7]=[C:8]2[C:13]=1[NH:12][C:11](=[O:14])[CH:10]=[CH:9]2.C([O-])(=O)C.[Na+]>C(O)(=O)C>[CH3:3][C:4]1[CH:5]=[C:6]([N:15]2[C:19]([I:1])=[C:18]([CH3:20])[N:17]=[C:16]2[CH3:21])[CH:7]=[C:8]2[C:13]=1[NH:12][C:11](=[O:14])[CH:10]=[CH:9]2 |f:2.3|. The product is CC=1C=C(C=C2C=CC(NC12)=O)N1C(=NC(=C1I)C)C (8-methyl-6-(5-iodo-2,4-dimethylimidazol-1-yl)-2-(1H)-quinolone). Reactants: CCOC(=O)N1C2CCC1CC(N1CCC3(CC1)CN(C(=O)OC(C)(C)C)Cc1ccccc13)C2, CC#N, ClCCl, O=C(O)C(F)(F)F. As a reaction SMILES: [CH2:1]([CH3:2])[O:3][C:4](=[O:5])[N:6]1[CH:7]2[CH2:8][CH:9]([N:14]3[CH2:15][CH2:16][C:17]4([CH2:18][N:19]([C:27]([O:28][C:29]([CH3:30])([CH3:31])[CH3:32])=[O:33])[CH2:20][c:21]5[cH:22][cH:23][cH:24][cH:25][c:26]54)[CH2:34][CH2:35]3)[CH2:10][CH:11]1[CH2:12][CH2:13]2.[CH3:46][C:47]#[N:48].[Cl:43][CH2:44][Cl:45].[OH:36][C:37]([C:38]([F:39])([F:40])[F:41])=[O:42]>>[CH2:1]([CH3:2])[O:3][C:4](=[O:5])[N:6]1[CH:7]2[CH2:8][CH:9]([N:14]3[CH2:15][CH2:16][C:17]4([CH2:18][NH:19][CH2:20][c:21]5[cH:22][cH:23][cH:24][cH:25][c:26]54)[CH2:34][CH2:35]3)[CH2:10][CH:11]1[CH2:12][CH2:13]2. Yields the product CCOC(=O)N1C2CCC1CC(N1CCC3(CC1)CNCc1ccccc13)C2. Reactants: C1CCOC1, Cc1cc(CO)c2c(N)c(C(N)=O)sc2n1, CC(C)OC(=O)N=NC(=O)OC(C)C, NC(=O)c1ccc(O)cc1, c1ccc(P(c2ccccc2)c2ccccc2)cc1. Product: Cc1cc(COc2ccc(C(N)=O)cc2)c2c(N)c(C(N)=O)sc2n1. As a reaction SMILES: [CH2:60]1[O:61][CH2:62][CH2:63][CH2:64]1.[NH2:15][c:16]1[c:17]([C:28](=[O:29])[NH2:30])[s:18][c:19]2[n:20][c:21]([CH3:27])[cH:22][c:23]([CH2:25][OH:26])[c:24]12.[O:1]=[C:2]([O:3][CH:4]([CH3:5])[CH3:6])[N:7]=[N:8][C:9]([O:10][CH:11]([CH3:12])[CH3:13])=[O:14].[OH:31][c:32]1[cH:33][cH:34][c:35]([C:36](=[O:37])[NH2:38])[cH:39][cH:40]1.[c:41]1([P:42]([c:43]2[cH:44][cH:45][cH:46][cH:47][cH:48]2)[c:49]2[cH:50][cH:51][cH:52][cH:53][cH:54]2)[cH:55][cH:56][cH:57][cH:58][cH:59]1>>[NH2:15][c:16]1[c:17]([C:28](=[O:29])[NH2:30])[s:18][c:19]2[n:20][c:21]([CH3:27])[cH:22][c:23]([CH2:25][O:26][c:32]3[cH:33][cH:34][c:35]([C:36](=[O:37])[NH2:38])[cH:39][cH:40]3)[c:24]12. Reactants: ClC1=CC(=C(C=C1)/C=C/C(=O)C=1C=CC(N(C1)C)=O)C (5-[(E)-3-(4-Chloro-2-methyl-phenyl)-acryloyl]-1-methyl-1H-pyridin-2-one), CC1(OB(OC1(C)C)C1=CC=C(N)C=C1)C (4-(4,4,5,5-tetramethyl-1,3,2-dioxaborolan-2-yl)aniline), C(O)([O-])=O.[Na+] (sodium hydrogencarbonate). Reagents/catalysts: C1/C=C\CC/C=C\C1.C1/C=C\CC/C=C\C1.[Cl-].[Cl-].[Rh].[Rh] (chloro(1,5-cyclooctadiene)rhodium(I) dimer). Solvent: O1CCOCC1 (1,4-dioxane), O (water). Product: NC1=CC=C(C=C1)C(CC(=O)C=1C=CC(N(C1)C)=O)C1=C(C=C(C=C1)Cl)C (5-[3-(4-Amino-phenyl)-3-(4-chloro-2-methyl-phenyl)-propionyl]-1-methyl-1H-pyridin-2-one). RXN SMILES: [Cl:1][C:2]1[CH:7]=[CH:6][C:5](/[CH:8]=[CH:9]/[C:10]([C:12]2[CH:13]=[CH:14][C:15](=[O:19])[N:16]([CH3:18])[CH:17]=2)=[O:11])=[C:4]([CH3:20])[CH:3]=1.CC1(C)C(C)(C)OB([C:29]2[CH:35]=[CH:34][C:32]([NH2:33])=[CH:31][CH:30]=2)O1.C(=O)([O-])O.[Na+]>O1CCOCC1.O.C1CC=CCCC=C1.C1CC=CCCC=C1.[Cl-].[Cl-].[Rh].[Rh]>[NH2:33][C:32]1[CH:34]=[CH:35][C:29]([CH:8]([C:5]2[CH:6]=[CH:7][C:2]([Cl:1])=[CH:3][C:4]=2[CH3:20])[CH2:9][C:10]([C:12]2[CH:13]=[CH:14][C:15](=[O:19])[N:16]([CH3:18])[CH:17]=2)=[O:11])=[CH:30][CH:31]=1 |f:2.3,6.7.8.9.10.11|. Reported procedure: In analogy to example 203, step 1, 5-[(E)-3-(4-chloro-2-methyl-phenyl)-acryloyl]-1-methyl-1H-pyridin-2-one (example 323, step 3) was reacted with 4-(4,4,5,5-tetramethyl-1,3,2-dioxaborolan-2-yl)aniline in the presence of chloro(1,5-cyclooctadiene)rhodium(I) dimer and sodium hydrogencarbonate in 1,4-dioxane and water at 60° C. to give the title compound as a light brown solid, MS (ESI+): m/z=381.3 [M+H]+. The reactants are CC(=O)O, CCCCC(F)(F)C(=O)CCC1C(OC2CCCCO2)CC(=O)C1CCCCCCC(=O)OCc1ccccc1, C1CCOC1, O. Product: CCCCC(F)(F)C1(O)CCC2C(CC(=O)C2CCCCCCC(=O)OCc2ccccc2)O1. RXN SMILES: [CH3:46][C:47](=[O:48])[OH:49].[F:1][C:2]([C:3]([CH2:4][CH2:5][CH:6]1[CH:7]([CH2:19][CH2:20][CH2:21][CH2:22][CH2:23][CH2:24][C:25](=[O:26])[O:27][CH2:28][c:29]2[cH:30][cH:31][cH:32][cH:33][cH:34]2)[C:8](=[O:18])[CH2:9][CH:10]1[O:11][CH:12]1[CH2:13][CH2:14][CH2:15][CH2:16][O:17]1)=[O:35])([CH2:36][CH2:37][CH2:38][CH3:39])[F:40].[O:41]1[CH2:42][CH2:43][CH2:44][CH2:45]1.[OH2:50]>>[F:1][C:2]([C:3]1([OH:35])[CH2:4][CH2:5][CH:6]2[CH:7]([CH2:19][CH2:20][CH2:21][CH2:22][CH2:23][CH2:24][C:25](=[O:26])[O:27][CH2:28][c:29]3[cH:30][cH:31][cH:32][cH:33][cH:34]3)[C:8](=[O:18])[CH2:9][CH:10]2[O:11]1)([CH2:36][CH2:37][CH2:38][CH3:39])[F:40]. The reactants are BrC1=CC=C(C=C1)[C@@H](CC(=O)C1=CC(=NC=C1)C)C1=C(C=C(C=C1)Cl)C ((R)-3-(4-bromo-phenyl)-3-(4-chloro-2-methyl-phenyl)-1-(2-methyl-pyridin-4-yl)-propan-1-one), CS(=O)[O-].[Na+] (sodium methanesulfinate), N1[C@H](C(=O)O)CCC1 (L-proline), [OH-].[Na+] (sodium hydroxide). Reagents/catalysts: [Cu]I (copper(I) iodide). Solvent: O1CCOCC1 (1,4-dioxane). The product is ClC1=CC(=C(C=C1)[C@H](CC(=O)C1=CC(=NC=C1)C)C1=CC=C(C=C1)S(=O)(=O)C)C ((R)-3-(4-Chloro-2-methyl-phenyl)-3-(4-methanesulfonyl-phenyl)-1-(2-methyl-pyridin-4-yl)-propan-1-one). As a reaction SMILES: Br[C:2]1[CH:7]=[CH:6][C:5]([C@H:8]([C:19]2[CH:24]=[CH:23][C:22]([Cl:25])=[CH:21][C:20]=2[CH3:26])[CH2:9][C:10]([C:12]2[CH:17]=[CH:16][N:15]=[C:14]([CH3:18])[CH:13]=2)=[O:11])=[CH:4][CH:3]=1.[CH3:27][S:28]([O-:30])=[O:29].[Na+].N1CCC[C@H]1C(O)=O.[OH-].[Na+]>O1CCOCC1.[Cu]I>[Cl:25][C:22]1[CH:23]=[CH:24][C:19]([C@@H:8]([C:5]2[CH:6]=[CH:7][C:2]([S:28]([CH3:27])(=[O:30])=[O:29])=[CH:3][CH:4]=2)[CH2:9][C:10]([C:12]2[CH:17]=[CH:16][N:15]=[C:14]([CH3:18])[CH:13]=2)=[O:11])=[C:20]([CH3:26])[CH:21]=1 |f:1.2,4.5|. Reported procedure: In analogy to example 358, step 1, from (R)-3-(4-bromo-phenyl)-3-(4-chloro-2-methyl-phenyl)-1-(2-methyl-pyridin-4-yl)-propan-1-one (example 282, step 1) in the presence of sodium methanesulfinate, L-proline, sodium hydroxide and copper(I) iodide in 1,4-dioxane was prepared the title compound as an yellow oil, MS (ESI+): m/z=428.1 ([M+H]+). The reactants are Cl.NC1=NN2C(N(C(=C([C@H]2C2=CC=C(C=C2)C#N)C#N)C)C2=CC(=CC=C2)C(F)(F)F)=N1 ((7R)-2-amino-7-(4-cyanophenyl)-5-methyl-4-[3-(trifluoromethyl)phenyl]-4,7-dihydro[1,2,4]triazolo[1,5-a]pyrimidine-6-carbonitrile hydrochloride), C(C(C)C)(=O)Cl (isobutyryl chloride). The solvent is N1=CC=CC=C1 (pyridine). Run at time 12 hour. The product is C(#N)C1=C(N(C=2N([C@@H]1C1=CC=C(C=C1)C#N)N=C(N2)NC(C(C)C)=O)C2=CC(=CC=C2)C(F)(F)F)C (N-{(7R)-6-Cyano-7-(4-cyanophenyl)-5-methyl-4-[3-(trifluoromethyl)phenyl]-4,7-dihydro[1,2,4]triazolo[1,5-a]pyrimidin-2-yl}-2-methylpropanamide). Reaction SMILES: Cl.[NH2:2][C:3]1[N:32]=[C:6]2[N:7]([C:22]3[CH:27]=[CH:26][CH:25]=[C:24]([C:28]([F:31])([F:30])[F:29])[CH:23]=3)[C:8]([CH3:21])=[C:9]([C:19]#[N:20])[C@@H:10]([C:11]3[CH:16]=[CH:15][C:14]([C:17]#[N:18])=[CH:13][CH:12]=3)[N:5]2[N:4]=1.[C:33](Cl)(=[O:37])[CH:34]([CH3:36])[CH3:35]>N1C=CC=CC=1>[C:19]([C:9]1[C@@H:10]([C:11]2[CH:16]=[CH:15][C:14]([C:17]#[N:18])=[CH:13][CH:12]=2)[N:5]2[N:4]=[C:3]([NH:2][C:33](=[O:37])[CH:34]([CH3:36])[CH3:35])[N:32]=[C:6]2[N:7]([C:22]2[CH:27]=[CH:26][CH:25]=[C:24]([C:28]([F:29])([F:31])[F:30])[CH:23]=2)[C:8]=1[CH3:21])#[N:20] |f:0.1|. Reported procedure: Under an atmosphere of argon protective gas, (7R)-2-amino-7-(4-cyanophenyl)-5-methyl-4-[3-(trifluoromethyl)phenyl]-4,7-dihydro[1,2,4]triazolo[1,5-a]pyrimidine-6-carbonitrile hydrochloride (30 mg, 66 μmol) was dissolved in abs. pyridine (1.5 ml). At room temperature, isobutyryl chloride (21 mg, 107 μmol, 3 eq.) was added. After 12 h of stirring, analysis of the reaction by HPLC showed substantial conversion. The reaction mixture was concentrated under reduced pressure and directly purified by pre... RXN SMILES: [Br:31][CH2:32][C:33]#[N:34].[CH3:35].[c:1]1([CH2:7][O:8][c:9]2[cH:10][cH:11][c:12]([CH:15]3[CH2:16][CH2:17][CH:18]([C:27](=[O:28])[O:29][CH3:30])[N:19]3[C:20](=[O:21])[O:22][C:23]([CH3:24])([CH3:25])[CH3:26])[cH:13][cH:14]2)[cH:2][cH:3][cH:4][cH:5][cH:6]1>>[c:1]1([CH2:7][O:8][c:9]2[cH:10][cH:11][c:12]([CH:15]3[CH2:16][CH2:17][C:18]([C:27](=[O:28])[O:29][CH3:30])([CH2:32][C:33]#[N:34])[N:19]3[C:20](=[O:21])[O:22][C:23]([CH3:24])([CH3:25])[CH3:26])[cH:13][cH:14]2)[cH:2][cH:3][cH:4][cH:5][cH:6]1. Starting materials: N#CCBr, [CH3], COC(=O)C1CCC(c2ccc(OCc3ccccc3)cc2)N1C(=O)OC(C)(C)C. Yields the product COC(=O)C1(CC#N)CCC(c2ccc(OCc3ccccc3)cc2)N1C(=O)OC(C)(C)C. The reactants are CC1(C2=CC=CC=C2I(O1)C(F)(F)F)C (Togni reagent), C(C)(=O)OC1(CCN(CC1)C(=O)OC(C)(C)C)CC=C (tert-butyl 4-acetoxy-4-allylpiperidine-1-carboxylate). Reagents/catalysts: [Cu]I (CuI). Run in CO (MeOH). Conditions: time 2 hour. Yields the product C(C)(=O)OC1(CCN(CC1)C(=O)OC(C)(C)C)\C=C\CC(F)(F)F ((E)-tert-butyl 4-acetoxy-4-(4,4,4-trifluorobut-1-enyl)piperidine-1-carboxylate). Yield: 85.4%. RXN SMILES: CC1(C)OI([C:11]([F:14])([F:13])[F:12])C2C1=CC=CC=2.[C:16]([O:19][C:20]1([CH2:33][CH:34]=[CH2:35])[CH2:25][CH2:24][N:23]([C:26]([O:28][C:29]([CH3:32])([CH3:31])[CH3:30])=[O:27])[CH2:22][CH2:21]1)(=[O:18])[CH3:17]>[Cu]I.CO>[C:16]([O:19][C:20]1(/[CH:33]=[CH:34]/[CH2:35][C:11]([F:14])([F:13])[F:12])[CH2:25][CH2:24][N:23]([C:26]([O:28][C:29]([CH3:30])([CH3:32])[CH3:31])=[O:27])[CH2:22][CH2:21]1)(=[O:18])[CH3:17]. Procedure: A flame-dried vial equipped with a magnetic stir bar was charged with Togni reagent (2.0 g, 7.0 mmol) and CuI (34 mg, 0.35 mmol), and was sealed with a septum. The vial was evacuated and backfilled with N2 for three times. MeOH (8 mL) and tert-butyl 4-acetoxy-4-allylpiperidine-1-carboxylate (4.5 g, 14 mmol) were then added via syringe. The vial was kept at 80° C. for 2 h. The reaction mixture was concentrated in vacuo and the crude residue was purified by a standard method to afford the product ... Reactants: NC(CCC)CCCCCCCCC(CCC)N (4,13-Diaminohexadecane), C(CC)C1N=NC(CC=CCCC=CC1)CCC (3,12-dipropyl-1,2-diaza-1,5,9-cyclododecatriene), C1(CCCCC1)C1N=NC(CC=CCCC=CC1)C1CCCCC1 (3,12-dicyclohexyl-1,2-diaza-1,5,9-cyclododecatriene). Product: NC(CCCCCCCCC(C1CCCCC1)N)C1CCCCC1 (1,10-diamino-1,10-dicyclohexyldecane). Isolated yield 90.3%. Reaction SMILES: NC(CCCCCCCCC(N)CCC)CCC.C(C1CC=CCCC=CCC(CCC)N=N1)CC.[CH:37]1([CH:43]2[CH2:54][CH:53]=[CH:52][CH2:51][CH2:50][CH:49]=[CH:48][CH2:47][CH:46]([CH:55]3[CH2:60][CH2:59][CH2:58][CH2:57][CH2:56]3)[N:45]=[N:44]2)[CH2:42][CH2:41][CH2:40][CH2:39][CH2:38]1>>[NH2:44][CH:43]([CH:37]1[CH2:42][CH2:41][CH2:40][CH2:39][CH2:38]1)[CH2:54][CH2:53][CH2:52][CH2:51][CH2:50][CH2:49][CH2:48][CH2:47][CH:46]([NH2:45])[CH:55]1[CH2:60][CH2:59][CH2:58][CH2:57][CH2:56]1. Procedure: If there are used in the manner described under (a), instead of 942 g (3.79 mols) of 3,12-dipropyl-1,2-diaza-1,5,9-cyclododecatriene, 328.5 g (1 mol) of 3,12-dicyclohexyl-1,2-diaza-1,5,9-cyclododecatriene (diastereoisomeric mixture) and correspondingly reduced amounts of catalyst and solvent, using otherwise the same procedure, there is obtained, as the main fraction, 304 g (90% of theory) of 1,10-diamino-1,10-dicyclohexyldecane as colourless oil [b.p. 190°-193° C./0.05 Torr; nD20 =1.4944; IR (l...